From a dataset of the Open Reaction Database (ORD), a public repository of structured organic reaction records. describe an organic reaction: reactants, conditions, products, and yield The reactants are NC1=NC(=C(C(=N1)C=1OC=CC1)C#N)S(=O)(=O)C (2-amino-4-furan-2-yl-6-methanesulfonyl-pyrimidine-5-carbonitrile), NCCN1CCOCC1 (4-(2-aminoethyl)morpholine), COCCOC (DME). Product: NC1=NC(=C(C(=N1)NCCN1CCOCC1)C#N)C1=CC=CC=C1 (2-Amino-4-(2-morpholin-4-yl-ethylamino)-6-phenyl-pyrimidine-5-carbonitrile). Reaction SMILES: [NH2:1][C:2]1[N:7]=[C:6]([C:8]2O[CH:10]=[CH:11][CH:12]=2)[C:5]([C:13]#[N:14])=[C:4](S(C)(=O)=O)[N:3]=1.[NH2:19][CH2:20][CH2:21][N:22]1[CH2:27][CH2:26][O:25][CH2:24][CH2:23]1.CO[CH2:30][CH2:31]OC>>[NH2:1][C:2]1[N:3]=[C:4]([NH:19][CH2:20][CH2:21][N:22]2[CH2:27][CH2:26][O:25][CH2:24][CH2:23]2)[C:5]([C:13]#[N:14])=[C:6]([C:8]2[CH:31]=[CH:30][CH:10]=[CH:11][CH:12]=2)[N:7]=1. Procedure details: From 2-amino-4-furan-2-yl-6-methanesulfonyl-pyrimidine-5-carbonitrile and 4-(2-aminoethyl)morpholine in DME. ES-MS m/e (%): 325 (M+H+, 100). Starting materials: CO, CC(C)N1CC2CNCC(C2)C1, ClCCl, ClCCl, [Na+], [OH-], O, O=S(=O)(Cl)c1ccccc1. The product is CC(C)N1CC2CC(C1)CN(S(=O)(=O)c1ccccc1)C2. RXN SMILES: [CH3:25][OH:26].[CH:1]([CH3:2])([CH3:3])[N:4]1[CH2:5][CH:6]2[CH2:7][NH:8][CH2:9][CH:10]([CH2:11]1)[CH2:12]2.[Cl:27][CH2:28][Cl:29].[Cl:31][CH2:32][Cl:33].[Na+:14].[OH-:13].[OH2:30].[c:15]1([S:21](=[O:22])(=[O:23])[Cl:24])[cH:16][cH:17][cH:18][cH:19][cH:20]1>>[CH:1]([CH3:2])([CH3:3])[N:4]1[CH2:5][CH:6]2[CH2:7][N:8]([S:21]([c:15]3[cH:16][cH:17][cH:18][cH:19][cH:20]3)(=[O:22])=[O:23])[CH2:9][CH:10]([CH2:11]1)[CH2:12]2. The reactants are solution, [Li]C(C)(C)C (tBuLi), BrC1=CC=C2C=CNC2=C1 (6-bromoindole), [H-].[K+] (potassium hydride), [H][H] (hydrogen), N12CCC(CC2CCC1)=O (Azabicyclo[4,3,0]nonan-4-one). Run in O1CCCC1 (THF), O1CCCC1 (tetrahydrofuran). Run at temperature -78 celsius, time 30 minute. Product: OC1(CCN2CCCC2C1)C1=CC=C2C=CNC2=C1 (6-[4-Hydroxy-azabicyclo[4,3,0]nonan-4-yl]-indole). Isolated yield 169.0%. RXN SMILES: [H-].[K+].Br[C:4]1[CH:12]=[C:11]2[C:7]([CH:8]=[CH:9][NH:10]2)=[CH:6][CH:5]=1.[H][H].[Li]C(C)(C)C.[N:20]12[CH2:28][CH2:27][CH2:26][CH:25]1[CH2:24][C:23](=[O:29])[CH2:22][CH2:21]2>O1CCCC1>[OH:29][C:23]1([C:4]2[CH:12]=[C:11]3[C:7]([CH:8]=[CH:9][NH:10]3)=[CH:6][CH:5]=2)[CH2:24][CH:25]2[N:20]([CH2:28][CH2:27][CH2:26]2)[CH2:21][CH2:22]1 |f:0.1|. Reported procedure: To a suspension of potassium hydride (KH; 0.289 g, 7.2 mmol) in tetrahydrofuran (THF; 5 ml) at −10° C. was added, dropwise, a solution of 6-bromoindole (1.2 g, 6 mmol) in THF (1 ml). The mixture was stirred at this temperature for 20 mins, until no more evolution of hydrogen was observed. The mixture was then cooled to −78° C. in an acetone/dry ice bath, 8.82 ml of a 1.7M solution of tBuLi was added slowly, and the mixture stirred for another 30 mins. Azabicyclo[4,3,0]nonan-4-one (1.67 g. 1.2 mm... Reactants: CCOC(=O)c1cn(NCC=O)c2c(OCc3ccccc3)c(F)c(F)cc2c1=O, CO, ClC(Cl)Cl. Product: CCOC(=O)c1cn(NCC=O)c2c(O)c(F)c(F)cc2c1=O. As a reaction SMILES: [CH2:1]([c:2]1[cH:3][cH:4][cH:5][cH:6][cH:7]1)[O:8][c:9]1[c:10]([F:30])[c:11]([F:29])[cH:12][c:13]2[c:14](=[O:28])[c:15]([C:23](=[O:24])[O:25][CH2:26][CH3:27])[cH:16][n:17]([NH:19][CH2:20][CH:21]=[O:22])[c:18]12.[CH3:35][OH:36].[CH:31]([Cl:32])([Cl:33])[Cl:34]>>[OH:8][c:9]1[c:10]([F:30])[c:11]([F:29])[cH:12][c:13]2[c:14](=[O:28])[c:15]([C:23](=[O:24])[O:25][CH2:26][CH3:27])[cH:16][n:17]([NH:19][CH2:20][CH:21]=[O:22])[c:18]12.